Dataset: the Open Reaction Database (ORD), a public repository of structured organic reaction records. Task: describe an organic reaction: reactants, conditions, products, and yield The reactants are O=C([O-])[O-], CCOC(=O)C(C)(C)CCCCCC(Br)c1ccccc1Cl, [K+], [K+], CN(C)C=O, c1cc2c(o1)CCNC2. Yields the product CCOC(=O)C(C)(C)CCCCCC(c1ccccc1Cl)N1CCc2occc2C1. Reaction SMILES: [C:32](=[O:33])([O-:34])[O-:35].[CH2:10]([CH3:11])[O:12][C:13]([C:14]([CH2:15][CH2:16][CH2:17][CH2:18][CH2:19][CH:20]([c:21]1[c:22]([Cl:27])[cH:23][cH:24][cH:25][cH:26]1)[Br:28])([CH3:29])[CH3:30])=[O:31].[K+:36].[K+:37].[O:38]=[CH:39][N:40]([CH3:41])[CH3:42].[o:1]1[cH:2][cH:3][c:4]2[c:9]1[CH2:8][CH2:7][NH:6][CH2:5]2>>[o:1]1[cH:2][cH:3][c:4]2[c:9]1[CH2:8][CH2:7][N:6]([CH:20]([CH2:19][CH2:18][CH2:17][CH2:16][CH2:15][C:14]([C:13]([O:12][CH2:10][CH3:11])=[O:31])([CH3:29])[CH3:30])[c:21]1[c:22]([Cl:27])[cH:23][cH:24][cH:25][cH:26]1)[CH2:5]2. The reactants are C(C1=CC=CC=C1)O (benzyl alcohol), CCN(C(C)C)C(C)C (DIPEA), C1(=CC=CC=C1)P(=O)(C1=CC=CC=C1)N=[N+]=[N-] (diphenylphosphoryl azide), C(C)(C)(C)OC(=O)N1[C@@H](CCC1)[C@@H](C(=O)O)C1=CC(=C(C=C1)C(F)(F)F)F ((S)-2-((S)-1-(tert-butoxycarbonyl)pyrrolidin-2-yl)-2-(3-fluoro-4-(trifluoromethyl)phenyl)acetic acid). Solvent: C1(=CC=CC=C1)C (toluene). Reaction conditions: temperature 100 celsius, time 30 minute. Product: C(C1=CC=CC=C1)OC(=O)N[C@H]([C@H]1N(CCC1)C(=O)OC(C)(C)C)C1=CC(=C(C=C1)C(F)(F)F)F ((S)-tert-butyl 2-((S)-(((benzyloxy)carbonyl)amino)(3-fluoro-4-(trifluoromethyl)phenyl)methyl)pyrrolidine-1-carboxylate). Isolated yield 91.5%. RXN SMILES: CC[N:3]([CH:7](C)C)C(C)C.C1(P(N=[N+]=[N-])(C2C=CC=CC=2)=[O:17])C=CC=CC=1.[C:27]([O:31][C:32]([N:34]1[CH2:38][CH2:37][CH2:36][C@H:35]1[C@H:39]([C:43]1[CH:48]=[CH:47][C:46]([C:49]([F:52])([F:51])[F:50])=[C:45]([F:53])[CH:44]=1)C(O)=O)=[O:33])([CH3:30])([CH3:29])[CH3:28].[CH2:54]([OH:61])[C:55]1[CH:60]=[CH:59][CH:58]=[CH:57][CH:56]=1>C1(C)C=CC=CC=1>[CH2:54]([O:61][C:7]([NH:3][C@@H:39]([C:43]1[CH:48]=[CH:47][C:46]([C:49]([F:52])([F:51])[F:50])=[C:45]([F:53])[CH:44]=1)[C@@H:35]1[CH2:36][CH2:37][CH2:38][N:34]1[C:32]([O:31][C:27]([CH3:30])([CH3:29])[CH3:28])=[O:33])=[O:17])[C:55]1[CH:60]=[CH:59][CH:58]=[CH:57][CH:56]=1. Reported procedure: To a solution of DIPEA (0.598 mL, 3.43 mmol), diphenylphosphoryl azide (0.591 mL, 2.74 mmol) and toluene (15 mL) was added 57 (0.895 g, 2.29 mmol). After agitating for 30 min, the mixture was heated to 100° C. and agitated for 3 h. The mixture was then cooled to 70° C., and benzyl alcohol (2 mL, 18.5 mmol) was added and the mixture stirred overnight. After evaporating to dryness, the crude product was purified by SiO2 chromatography eluting with an EtOAc/hexane gradient (10 to 20% EtOAc) to affo...